describe an organic reaction: reactants, conditions, products, and yield From a dataset of the Open Reaction Database (ORD), a public repository of structured organic reaction records. As a reaction SMILES: [CH3:1][O:2][C:3]1[CH:31]=[CH:30][C:6]([CH2:7][N:8]2[C:12]([C:13](=[O:26])[C:14]3[CH:19]=[C:18]([O:20][CH3:21])[C:17]([CH3:22])=[CH:16][C:15]=3[N+:23]([O-])=O)=[C:11]([C:27]([OH:29])=[O:28])[N:10]=[N:9]2)=[CH:5][CH:4]=1.[H][H]>C(O)C.C(OCC)(=O)C.[Pd]>[NH2:23][C:15]1[CH:16]=[C:17]([CH3:22])[C:18]([O:20][CH3:21])=[CH:19][C:14]=1[C:13]([C:12]1[N:8]([CH2:7][C:6]2[CH:5]=[CH:4][C:3]([O:2][CH3:1])=[CH:31][CH:30]=2)[N:9]=[N:10][C:11]=1[C:27]([OH:29])=[O:28])=[O:26]. Reported procedure: Next, 1-(4-methoxybenzyl)-5-(5-methoxy-4-methyl-2-nitrobenzoyl )-1,2,3-triazole-4-carboxylic acid (c-2': MP) (252 mg, 0.591 mmole) was dissolved in a mixed solvent of ethanol (10 ml) and ethyl acetate (10 ml), and reduced in the presence of 10% palladium on carbon (31 mg) under the hydrogen atmosphere at room temperature overnight to give 5-(2-amino-5-methoxy-4-methylbenzoyl)-1-(4-methoxybenzyl)-1,2,3-triazole-4-carboxylic acid (c-2: MP) (216 mg, 92%). The product is NC1=C(C(=O)C2=C(N=NN2CC2=CC=C(C=C2)OC)C(=O)O)C=C(C(=C1)C)OC (5-(2-amino-5-methoxy-4-methylbenzoyl)-1-(4-methoxybenzyl)-1,2,3-triazole-4-carboxylic acid). Yield: 92.0%. Solvent: C(C)O (ethanol), C(C)(=O)OCC (ethyl acetate). Reactants: COC1=CC=C(CN2N=NC(=C2C(C2=C(C=C(C(=C2)OC)C)[N+](=O)[O-])=O)C(=O)O)C=C1 (1-(4-methoxybenzyl)-5-(5-methoxy-4-methyl-2-nitrobenzoyl )-1,2,3-triazole-4-carboxylic acid), [H][H] (hydrogen). Reagents/catalysts: [Pd] (palladium on carbon). Starting materials: C(C)(C)(C)[Li] (tert-butyllithium), BrC=1C=C(C(=C(C1)OC)OC)OC (5-bromo-1,2,3-trimethoxy-benzene), CC12CCC3(CC2=CCCC1C=O)SCCS3 (4a′-methyl-(4′H,5′H,7′H)-spiro[1,3-dithiolane-2,2′-naphthalen]-5′-carboxaldehyde). Solvent: CCOCC (ether), CCOCC (ether). Run at temperature -78 celsius, time 15 minute. Product: CC12CCC3(CC2=CCCC1C(O)C1=CC(=C(C(=C1)OC)OC)OC)SCCS3 ({4a′-methyl-(4′H,5′H,7′H)-spiro[1,3-dithiolane-2,2′-naphthalen]-5′yl}-(3,4,5-trimethoxy-phenyl)-methanol). Isolated yield 73.1%. As a reaction SMILES: Br[C:2]1[CH:3]=[C:4]([O:12][CH3:13])[C:5]([O:10][CH3:11])=[C:6]([O:8][CH3:9])[CH:7]=1.C([Li])(C)(C)C.[CH3:19][C:20]12[CH:29]([CH:30]=[O:31])[CH2:28][CH2:27][CH:26]=[C:25]1[CH2:24][C:23]1([S:35][CH2:34][CH2:33][S:32]1)[CH2:22][CH2:21]2>CCOCC>[CH3:19][C:20]12[CH:29]([CH:30]([C:2]3[CH:3]=[C:4]([O:12][CH3:13])[C:5]([O:10][CH3:11])=[C:6]([O:8][CH3:9])[CH:7]=3)[OH:31])[CH2:28][CH2:27][CH:26]=[C:25]1[CH2:24][C:23]1([S:32][CH2:33][CH2:34][S:35]1)[CH2:22][CH2:21]2. Procedure: A solution 5-bromo-1,2,3-trimethoxy-benzene (276 mg, 1.12 mmol) dissolved in 6 mL anhydrous ether is cooled to −78° C. and tert-butyllithium (1.7 M in pentane, 1.32 mL, 2.24 mmol) is added. The mixture was stirred at −78° C. for 15 minutes, then at room temperature for 3 hours. Aldehyde 241 (100 mg, 0.373 mmol) was added dropwise over 10 minutes in 10 mL ether at −30° C. The mixture was stirred for 0.5 hours and the reaction quenched with dropwise addition of saturated aqueous NH4+Cl−. The phase... The reactants are CN=C=O (methylisocyanate), COCC(=C)C1=CC=C(N)C=C1 (4-(1-methoxymethyl-ethenyl)aniline), C(C)(=O)[O-].C(C)(=O)[O-].C(CCC)[Sn+2]CCCC (dibutyl tin diacetate). The solvent is C(C)OCC (diethylether). Reaction conditions: time 20 hour. The product is COCC(=C)C1=CC=C(C=C1)N(C(=O)N)C (N-[4-(1-methoxymethyl-ethenyl)phenyl]-N-methyl urea). As a reaction SMILES: [CH3:1][O:2][CH2:3][C:4]([C:6]1[CH:12]=[CH:11][C:9]([NH2:10])=[CH:8][CH:7]=1)=[CH2:5].C[N:14]=[C:15]=[O:16].[C:17]([O-])(=O)C.C([O-])(=O)C.C([Sn+2]CCCC)CCC>C(OCC)C>[CH3:1][O:2][CH2:3][C:4]([C:6]1[CH:7]=[CH:8][C:9]([N:10]([CH3:17])[C:15]([NH2:14])=[O:16])=[CH:11][CH:12]=1)=[CH2:5] |f:2.3.4|. Reported procedure: To a solution of 8.2 g (0.05 Mol) 4-(1-methoxymethyl-ethenyl)aniline in 200 ml absolute diethylether are added, at ambient temperature, 4 ml (0.067 Mol) methylisocyanate. The resulting reaction solution is, after the addition of 0.3 g dibutyl tin diacetate, kept at room temperature for 20 hours. The reactants are [OH-].[Na+] (sodium hydroxide), Cl.CN1C(N(C=C1C)N=CC=1C=NC=CC1)=O (2,3-dihydro-3,4-dimethyl-2-oxo-1-pyrid-3-ylmethyleneamino-1H-imidazole hydrochloride), O1CCCC1 (tetrahydrofuran), [Cl-].[Na+] (sodium chloride). The solvent is O (water). Product: CN1C(N(C=C1C)N=CC=1C=NC=CC1)=O (2,3-Dihydro-3,4-dimethyl-2-oxo-1-pyrid-3-ylmethyleneamino-1H-imidazole). As a reaction SMILES: Cl.[CH3:2][N:3]1[C:7]([CH3:8])=[CH:6][N:5]([N:9]=[CH:10][C:11]2[CH:12]=[N:13][CH:14]=[CH:15][CH:16]=2)[C:4]1=[O:17].[Cl-].[Na+].O1CCCC1.[OH-].[Na+]>O>[CH3:2][N:3]1[C:7]([CH3:8])=[CH:6][N:5]([N:9]=[CH:10][C:11]2[CH:12]=[N:13][CH:14]=[CH:15][CH:16]=2)[C:4]1=[O:17] |f:0.1,2.3,5.6|. Procedure: 12.6 g of 2,3-dihydro-3,4-dimethyl-2-oxo-1-pyrid-3-ylmethyleneamino-1H-imidazole hydrochloride are dissolved in 150 ml of water. The solution is saturated with sodium chloride and treated with 100 ml of tetrahydrofuran. The mixture is then rendered weakly alkaline using aqueous sodium hydroxide solution (30%). The phases are separated, and the aqueous phase is extracted nine times using in each case 100 ml of tetrahydrofuran. The combined tetrahydrofuran phases are dried using magnesium sulfate ... Reported procedure: The suspension of monosodium cyanamide (1.9 g, 29.4 mmol) in absolute ethanol (50 mL) was slowly treated with 2-chlorophenylisothiocyanate (5.0 g, 29.4 mmol). The reaction was allowed to stir at room temperature for 1 hour and then heated at 75° C. for 4 hours. The reaction was cooled to room temperature and the colorless solid was filtered and washed with ethanol to give the title A compound (6.0 g), m.p. 253°-255° C. Reactants: N#CN.[Na] (monosodium cyanamide), ClC1=C(C=CC=C1)N=C=S (2-chlorophenylisothiocyanate). As a reaction SMILES: [N:1]#[C:2][NH2:3].[Na].[Cl:5][C:6]1[CH:11]=[CH:10][CH:9]=[CH:8][C:7]=1[N:12]=[C:13]=[S:14]>C(O)C>[C:2]([NH:3][C:13]([NH:12][C:7]1[CH:8]=[CH:9][CH:10]=[CH:11][C:6]=1[Cl:5])=[S:14])#[N:1] |f:0.1,^1:3|. Isolated yield 96.4%. Solvent: C(C)O (ethanol). The product is C(#N)NC(=S)NC1=C(C=CC=C1)Cl (N-Cyano-N'-(2-chlorophenyl)thiourea). Conditions: time 1 hour. Starting materials: C(CCC)NC(NC=1C=CC(=C(C(=O)O)C1)F)=O (5-(3-butylureido)-2-fluorobenzoic acid), S(=O)(Cl)Cl (thionyl chloride), S(=O)(Cl)Cl (thionyl chloride), [Cl-].[Cl-].[Cl-].[Al+3] (aluminum trichloride), BrC=1C=C2C=CNC2=NC1 (5-bromo-7-azaindole). Solvent: ClCCl (dichloromethane), CN(C=O)C (N,N-dimethylformamide), O1CCCC1 (tetrahydrofuran), ClCCl (dichloromethane), ClCCl (dichloromethane). Conditions: time 1 hour. Yields the product BrC=1C=C2C(=NC1)NC=C2C(=O)C=2C=C(C=CC2F)NC(=O)NCCCC (1-[3-(5-bromo-1H-pyrrolo[2,3-b]pyridine-3-carbonyl)-4-fluoro-phenyl]-3-butyl-urea). As a reaction SMILES: [Cl-].[Cl-].[Cl-].[Al+3].[Br:5][C:6]1[CH:7]=[C:8]2[C:12](=[N:13][CH:14]=1)[NH:11][CH:10]=[CH:9]2.[CH2:15]([NH:19][C:20](=[O:32])[NH:21][C:22]1[CH:23]=[CH:24][C:25]([F:31])=[C:26]([CH:30]=1)[C:27](O)=[O:28])[CH2:16][CH2:17][CH3:18].S(Cl)(Cl)=O>ClCCl.O1CCCC1.CN(C)C=O>[Br:5][C:6]1[CH:7]=[C:8]2[C:9]([C:27]([C:26]3[CH:30]=[C:22]([NH:21][C:20]([NH:19][CH2:15][CH2:16][CH2:17][CH3:18])=[O:32])[CH:23]=[CH:24][C:25]=3[F:31])=[O:28])=[CH:10][NH:11][C:12]2=[N:13][CH:14]=1 |f:0.1.2.3|. Procedure details: To aluminum trichloride (0.524 g, 0.00393 mol) and dichloromethane (20 mL, 0.3 mol) under an atmosphere of nitrogen was added 5-bromo-7-azaindole (67, 0.155 g, 0.000787 mol) in dichloromethane. To 5-(3-butylureido)-2-fluorobenzoic acid (588, 0.200 g, 0.000787 mol) was added 4 mL of dichloromethane (4 mL) followed by thionyl chloride (69 μL, 0.00094 mol) and a drop of N,N-dimethylformamide. After 1 hour, the reaction remained a suspension so additional thionyl chloride was added along with tetrah... The reactants are [OH-].[Na+] (NaOH), C(CC1=CC=CC=C1)N (phenethylamine), [Se]1CCC(CC1)=O (4-Selenanone), C(C)(=O)O (acetic acid), C=O (Paraformaldehyde), ( 150 ). The solvent is CO (methanol). Conditions: time 5 hour. Product: C(CC1=CC=CC=C1)N1CC2C[Se]CC(C1)C2=O (7-phenethyl-3 -selena-7-azabicyclo[3.3.1]nonan-9-one). Isolated yield 21.6%. Reaction SMILES: [CH2:1]([NH2:9])[CH2:2][C:3]1[CH:8]=[CH:7][CH:6]=[CH:5][CH:4]=1.[C:10]([OH:13])(=O)[CH3:11].[CH2:14]=O.[Se:16]1[CH2:21]C[C:19](=O)[CH2:18][CH2:17]1.[OH-].[Na+]>CO>[CH2:1]([N:9]1[CH2:19][CH:18]2[C:10](=[O:13])[CH:11]([CH2:21][Se:16][CH2:17]2)[CH2:14]1)[CH2:2][C:3]1[CH:8]=[CH:7][CH:6]=[CH:5][CH:4]=1 |f:4.5|. Reported procedure: A solution was made of phenethylamine (1.48 g, 12.3 mmol) and glacial acetic acid (0.85 g, 14,2 mmol) in methanol (60 mL). Paraformaldehyde (3.0 g, 100 mmol) was added and the resulting mixture was heated to reflux with magnetic stirring under an atmosphere of nitrogen. 4-Selenanone (2.00 g, 12.3 mmol) was added and boiling was continued for 5 hours resulting in an orange solution. Methanol was evaporated (aspirator) and the residual orange oil was mixed with water (200 mL). This aqueous mixture... The reactants are O=Cc1nn(Cc2ccccc2)c2ccccc12, Cc1ccccc1, Cl, O. The product is OCc1nn(Cc2ccccc2)c2ccccc12. Reaction SMILES: [CH2:1]([c:2]1[cH:3][cH:4][cH:5][cH:6][cH:7]1)[n:8]1[n:9][c:10]([CH:17]=[O:18])[c:11]2[cH:12][cH:13][cH:14][cH:15][c:16]12.[CH3:21][c:22]1[cH:23][cH:24][cH:25][cH:26][cH:27]1.[ClH:19].[OH2:20]>>[CH2:1]([c:2]1[cH:3][cH:4][cH:5][cH:6][cH:7]1)[n:8]1[n:9][c:10]([CH2:17][OH:18])[c:11]2[cH:12][cH:13][cH:14][cH:15][c:16]12.